Dataset: the Open Reaction Database (ORD), a public repository of structured organic reaction records. Task: describe an organic reaction: reactants, conditions, products, and yield The reactants are C1(=CC=CC=C1)P(C1=CC=CC=C1)C1=CC=CC=C1 (triphenyl-phosphine), BrCCC1CCCC1 ((2-bromo-ethyl)-cyclopentane). Solvent: C1(=CC=CC=C1)C (toluene). Run at temperature 110 celsius, time 48 hour. Product: [Br-].C1(CCCC1)CC[P+](C1=CC=CC=C1)(C1=CC=CC=C1)C1=CC=CC=C1 ((2-Cyclopentyl-ethyl)-triphenyl-phosphonium bromide). Isolated yield 83.2%. Reaction SMILES: [Br:1][CH2:2][CH2:3][CH:4]1[CH2:8][CH2:7][CH2:6][CH2:5]1.[C:9]1([P:15]([C:22]2[CH:27]=[CH:26][CH:25]=[CH:24][CH:23]=2)[C:16]2[CH:21]=[CH:20][CH:19]=[CH:18][CH:17]=2)[CH:14]=[CH:13][CH:12]=[CH:11][CH:10]=1>C1(C)C=CC=CC=1>[Br-:1].[CH:4]1([CH2:3][CH2:2][P+:15]([C:16]2[CH:17]=[CH:18][CH:19]=[CH:20][CH:21]=2)([C:22]2[CH:27]=[CH:26][CH:25]=[CH:24][CH:23]=2)[C:9]2[CH:10]=[CH:11][CH:12]=[CH:13][CH:14]=2)[CH2:8][CH2:7][CH2:6][CH2:5]1 |f:3.4|. Procedure details: Dissolve (2-bromo-ethyl)-cyclopentane (15.25 g, 86.1 mmol) which was prepared according to Chem. Pharm. Bull. 1992, 40, 9, 2391-2398 in toluene, add triphenyl-phosphine (22.58 g, 86.1 mmol) and stir at 110° C. for 48 h. Cool the reaction mixture to r.t., concentrate and crystallize the product from diethylether to give 31.47 g product. MS (m/e): 359.0 (M+H). Starting materials: [I-], [N-]=[N+]=[N-], [Na+], [Na+], CN(C)C=O, O=C1NC(COCCCl)=C(C(=O)NCCCc2ccccc2)C(c2cccc(Cl)c2)N1. Yields the product [N-]=[N+]=NCCOCC1=C(C(=O)NCCCc2ccccc2)C(c2cccc(Cl)c2)NC(=O)N1. RXN SMILES: [I-:37].[N-:33]=[N+:34]=[N-:35].[Na+:32].[Na+:36].[O:38]=[CH:39][N:40]([CH3:41])[CH3:42].[c:1]1([CH2:7][CH2:8][CH2:9][NH:10][C:11](=[O:12])[C:13]2=[C:18]([CH2:19][O:20][CH2:21][CH2:22][Cl:23])[NH:17][C:16](=[O:24])[NH:15][CH:14]2[c:25]2[cH:26][c:27]([Cl:31])[cH:28][cH:29][cH:30]2)[cH:2][cH:3][cH:4][cH:5][cH:6]1>>[c:1]1([CH2:7][CH2:8][CH2:9][NH:10][C:11](=[O:12])[C:13]2=[C:18]([CH2:19][O:20][CH2:21][CH2:22][N:33]=[N+:34]=[N-:35])[NH:17][C:16](=[O:24])[NH:15][CH:14]2[c:25]2[cH:26][c:27]([Cl:31])[cH:28][cH:29][cH:30]2)[cH:2][cH:3][cH:4][cH:5][cH:6]1. Starting materials: C(=O)NC=1SC=C(N1)C(C(=O)NC1[C@@H]2N(C(=C(CS2)CSC2=NN=NN2C)C(=O)O)C1=O)=NOCCOC=O (7-[2-(2-formamidothiazol-4-yl)-2-(2-formyloxyethoxyimino)acetamido]-3-(1-methyl-1H-tetrazol-5-yl)thiomethyl-3-cephem-4-carboxylic acid), Cl (hydrochloric acid), O1CCCC1 (tetrahydrofuran). The solvent is CO (methanol). Conditions: time 7.6 hour. Yields the product Cl.NC=1SC=C(N1)C(C(=O)NC1[C@@H]2N(C(=C(CS2)CSC2=NN=NN2C)C(=O)O)C1=O)=NOCCO (7-[2-(2-aminothiazol-4-yl)-2-(2-hydroxyethoxyimino)acetamido]-3-(1-methyl-1H-tetrazol-5-yl)thiomethyl-3-cephem-4-carboxylic acid hydrochloride). Isolated yield 103.4%. RXN SMILES: C([NH:3][C:4]1[S:5][CH:6]=[C:7]([C:9](=[N:33][O:34][CH2:35][CH2:36][O:37]C=O)[C:10]([NH:12][CH:13]2[C:31](=[O:32])[N:15]3[C:16]([C:28]([OH:30])=[O:29])=[C:17]([CH2:20][S:21][C:22]4[N:26]([CH3:27])[N:25]=[N:24][N:23]=4)[CH2:18][S:19][C@H:14]23)=[O:11])[N:8]=1)=O.[ClH:40].O1CCCC1>CO>[ClH:40].[NH2:3][C:4]1[S:5][CH:6]=[C:7]([C:9](=[N:33][O:34][CH2:35][CH2:36][OH:37])[C:10]([NH:12][CH:13]2[C:31](=[O:32])[N:15]3[C:16]([C:28]([OH:30])=[O:29])=[C:17]([CH2:20][S:21][C:22]4[N:26]([CH3:27])[N:25]=[N:24][N:23]=4)[CH2:18][S:19][C@H:14]23)=[O:11])[N:8]=1 |f:4.5|. Procedure: A mixture of 7-[2-(2-formamidothiazol-4-yl)-2-(2-formyloxyethoxyimino)acetamido]-3-(1-methyl-1H-tetrazol-5-yl)thiomethyl-3-cephem-4-carboxylic acid (syn isomer, 2.3 g.), conc. hydrochloric acid (1.6 g.), tetrahydrofuran (17.0 ml.) and methanol (17.0 ml.) was stirred at room temperature for 7.6 hours. After concentrating the resultant solution in vacuo, the residue was pulverized with a mixture of methanol and diisopropyl ether. The precipitates were collected by filtration, washed with diisoprop... Reactants: ClC=1C=C(C=C(C1F)Cl)\C(=C/C(=O)C1=CC(=C(C(=O)OC(C)(C)C)C=C1)C)\C(F)(F)F (tert-butyl 4-[(E)-3-(3,5-dichloro-4-fluoro-phenyl)-4,4,4-trifluoro-but-2-enoyl]-2-methyl-benzoate), NO (hydroxylamine), [OH-].[Cs+] (cesium hydroxide). Run in C(Cl)(Cl)Cl (chloroform), ClCCl (dichloromethane), O (water), O (water). Run at temperature -20 celsius, time 1.5 hour. Yields the product ClC=1C=C(C=C(C1F)Cl)[C@@]1(CC(=NO1)C1=CC(=C(C(=O)OC(C)(C)C)C=C1)C)C(F)(F)F (tert-butyl 4-[(5S)-5-(3,5-dichloro-4-fluoro-phenyl)-5-(trifluoromethyl)-4H-isoxazol-3-yl]-2-methyl-benzoate). RXN SMILES: [Cl:1][C:2]1[CH:3]=[C:4](/[C:10](/[C:28]([F:31])([F:30])[F:29])=[CH:11]\[C:12]([C:14]2[CH:26]=[CH:25][C:17]([C:18]([O:20][C:21]([CH3:24])([CH3:23])[CH3:22])=[O:19])=[C:16]([CH3:27])[CH:15]=2)=O)[CH:5]=[C:6]([Cl:9])[C:7]=1[F:8].[NH2:32][OH:33].[OH-].[Cs+]>C(Cl)(Cl)Cl.O.ClCCl>[Cl:1][C:2]1[CH:3]=[C:4]([C@@:10]2([C:28]([F:31])([F:30])[F:29])[O:33][N:32]=[C:12]([C:14]3[CH:26]=[CH:25][C:17]([C:18]([O:20][C:21]([CH3:24])([CH3:23])[CH3:22])=[O:19])=[C:16]([CH3:27])[CH:15]=3)[CH2:11]2)[CH:5]=[C:6]([Cl:9])[C:7]=1[F:8] |f:2.3|. Reported procedure: A 1500 mL reaction-vessel was charged at room temperature with 1-Anthracen-9-ylmethyl quininium chloride (2.93 g, 5.32 mmol) and tert-butyl 4-[(E)-3-(3,5-dichloro-4-fluoro-phenyl)-4,4,4-trifluoro-but-2-enoyl]-2-methyl-benzoate (12.7 g, 26.6 mmol) and dissolved in chloroform (700 mL). The mixture cooled down to −20° C. Then, a solution hydroxylamine (50 mass % in water, 3.3 mL) in water (16.7 mL) and cesium hydroxide (10.8 g, 71.8 mmol) in water (20 mL) were added simultaneously dropwise to the r... The yield is 404.8%. Procedure details: 2-(5,5-dimethylhex-2-enyl)-3-hydroxynaphthalene- 1,4-dione(3 91 mg) prepared in Example 45 was dissolved in ethyl acetate (15 ml) and hydrogenated as in Example 1(c) using hydrogen and 100 mg of Pd/C catalyst to provide 371 mg title compound. Reagents/catalysts: [Pd] (Pd/C). Yields the product CC(CCCCC=1C(C2=CC=CC=C2C(C1O)=O)=O)(C)C (2-(5.5-dimethylhexyl)-3-hydroxy-naphthalene-1,4-dione). Reaction SMILES: [CH3:1][C:2]([CH3:21])([CH3:20])[CH2:3][CH:4]=[CH:5][CH2:6][C:7]1[C:8](=[O:19])[C:9]2[C:14]([C:15](=[O:18])[C:16]=1[OH:17])=[CH:13][CH:12]=[CH:11][CH:10]=2.[H][H]>C(OCC)(=O)C.[Pd]>[CH3:1][C:2]([CH3:21])([CH3:20])[CH2:3][CH2:4][CH2:5][CH2:6][C:7]1[C:8](=[O:19])[C:9]2[C:14]([C:15](=[O:18])[C:16]=1[OH:17])=[CH:13][CH:12]=[CH:11][CH:10]=2. Reactants: CC(CC=CCC=1C(C2=CC=CC=C2C(C1O)=O)=O)(C)C (2-(5,5-dimethylhex-2-enyl)-3-hydroxynaphthalene- 1,4-dione), [H][H] (hydrogen). Solvent: C(C)(=O)OCC (ethyl acetate). The reactants are BrCC1=CC=C(C=C1)C(C(F)(F)F)(C(F)(F)F)O (2-(4-(Bromomethyl)phenyl)-1,1,1,3,3,3-hexafluoropropan-2-ol), C([O-])([O-])=O.[K+].[K+] (potassium carbonate), Cl.Cl.N1C(CNCC1)C(=O)OC (methyl piperazine-2-carboxylate dihydrochloride). The solvent is C(C)#N (acetonitrile). The product is FC(C(C(F)(F)F)(O)C1=CC=C(CN2CC(NCC2)C(=O)OC)C=C1)(F)F (Methyl 4-(4-(1,1,1,3,3,3-hexafluoro-2-hydroxypropan-2-yl)benzyl)piperazine-2-carboxylate). Isolated yield 25.1%. As a reaction SMILES: Br[CH2:2][C:3]1[CH:8]=[CH:7][C:6]([C:9]([OH:18])([C:14]([F:17])([F:16])[F:15])[C:10]([F:13])([F:12])[F:11])=[CH:5][CH:4]=1.C(=O)([O-])[O-].[K+].[K+].Cl.Cl.[NH:27]1[CH2:32][CH2:31][NH:30][CH2:29][CH:28]1[C:33]([O:35][CH3:36])=[O:34]>C(#N)C>[F:11][C:10]([F:13])([F:12])[C:9]([C:6]1[CH:7]=[CH:8][C:3]([CH2:2][N:30]2[CH2:31][CH2:32][NH:27][CH:28]([C:33]([O:35][CH3:36])=[O:34])[CH2:29]2)=[CH:4][CH:5]=1)([OH:18])[C:14]([F:17])([F:16])[F:15] |f:1.2.3,4.5.6|. Reported procedure: 2-(4-(Bromomethyl)phenyl)-1,1,1,3,3,3-hexafluoropropan-2-ol (4.61 mmol, 1.553 g), potassium carbonate (13.82 mmol, 1.910 g) and methyl piperazine-2-carboxylate dihydrochloride (4.61 mmol, 1 g) were combined and stirred at room temperature overnight in acetonitrile (25 mL). The reaction mixture was filtered and the solid washed with ethyl acetate. The organic was concentrated under reduced pressure. The resulting residue was purified by silica column chromatography (eluant dichloromethane/methano...